Dataset: the Open Reaction Database (ORD), a public repository of structured organic reaction records. Task: describe an organic reaction: reactants, conditions, products, and yield Reactants: C(C)(C)C1=NC(=CC2=CC(=CC=C12)O)NC1=NNC(=C1)C (1-Isopropyl-3-(5-methyl-1H-pyrazol-3-ylamino)-isoquinolin-6-ol), ClCCN1CCOCC1 (N-(2-chloroethyl)-morpholine). Product: C(C)(C)C1=NC(=CC2=CC(=CC=C12)OCCN1CCOCC1)NC1=NNC(=C1)C ([1-Isopropyl-6-(2-morpholin-4-yl-ethoxy)-isoquinolin-3-yl]-(5-methyl-1H-pyrazol-3-yl)-amine). Reaction SMILES: [CH:1]([C:4]1[C:13]2[C:8](=[CH:9][C:10]([OH:14])=[CH:11][CH:12]=2)[CH:7]=[C:6]([NH:15][C:16]2[CH:20]=[C:19]([CH3:21])[NH:18][N:17]=2)[N:5]=1)([CH3:3])[CH3:2].Cl[CH2:23][CH2:24][N:25]1[CH2:30][CH2:29][O:28][CH2:27][CH2:26]1>>[CH:1]([C:4]1[C:13]2[C:8](=[CH:9][C:10]([O:14][CH2:23][CH2:24][N:25]3[CH2:30][CH2:29][O:28][CH2:27][CH2:26]3)=[CH:11][CH:12]=2)[CH:7]=[C:6]([NH:15][C:16]2[CH:20]=[C:19]([CH3:21])[NH:18][N:17]=2)[N:5]=1)([CH3:3])[CH3:2]. Procedure: Similar procedure as described in example 329 was used, starting from 1-Isopropyl-3-(5-methyl-1H-pyrazol-3-ylamino)-isoquinolin-6-ol and N-(2-chloroethyl)-morpholine to give [1-Isopropyl-6-(2-morpholin-4-yl-ethoxy)-isoquinolin-3-yl]-(5-methyl-1H-pyrazol-3-yl)-amine. LC-MS m/e 396(MH+). Product: OCc1cncc(-c2ccccc2)c1. RXN SMILES: [Al+3:2].[H-:1].[H-:4].[H-:5].[H-:6].[Li+:3].[Na+:39].[Na+:40].[O:41]1[CH2:42][CH2:43][CH2:44][CH2:45]1.[OH2:24].[OH2:25].[OH2:26].[OH2:27].[OH2:28].[OH2:29].[OH2:30].[OH2:31].[OH2:32].[OH2:33].[S:34]([O-:35])([O-:36])(=[O:37])=[O:38].[c:7]1(-[c:13]2[cH:14][c:15]([C:19](=[O:20])[O:21][CH2:22][CH3:23])[cH:16][n:17][cH:18]2)[cH:8][cH:9][cH:10][cH:11][cH:12]1>>[c:7]1(-[c:13]2[cH:14][c:15]([CH2:19][OH:20])[cH:16][n:17][cH:18]2)[cH:8][cH:9][cH:10][cH:11][cH:12]1. The reactants are [Al+3], [H-], [H-], [H-], [H-], [Li+], [Na+], [Na+], C1CCOC1, O, O, O, O, O, O, O, O, O, O, O=S(=O)([O-])[O-], CCOC(=O)c1cncc(-c2ccccc2)c1. Starting materials: OC=1C=C2CCC(OC2=C(C1C)C)(C)CCC(=O)O (3-(6-hydroxy-2,7,8-trimethyl-chroman-2-yl)-propionic acid), O1CCCC=C1 (3,4-dihydro-2-H-pyran), [H-].[H-].[H-].[H-].[Li+].[Al+3] (LiAlH4). The reagents and catalysts are C1(=CC=C(C=C1)S(=O)(=O)[O-])C.[NH+]1=CC=CC=C1 (pyridinium p-toluenesulfonate). Solvent: C1CCOC1 (THF), ClCCl (dichloromethane). Run at time 8 hour. The product is CC1(OC2=C(C(=C(C=C2CC1)OC1OCCCC1)C)C)CCCO (3-[2,7,8-trimethyl-6-(tetrahydro-pyran-2-yloxy)-chroman-2-yl]-propan-1-ol). As a reaction SMILES: [OH:1][C:2]1[CH:3]=[C:4]2[C:9](=[C:10]([CH3:13])[C:11]=1[CH3:12])[O:8][C:7]([CH2:15][CH2:16][C:17]([OH:19])=O)([CH3:14])[CH2:6][CH2:5]2.[O:20]1[CH:25]=[CH:24][CH2:23][CH2:22][CH2:21]1.[H-].[H-].[H-].[H-].[Li+].[Al+3]>ClCCl.C1COCC1.C1(C)C=CC(S([O-])(=O)=O)=CC=1.[NH+]1C=CC=CC=1>[CH3:14][C:7]1([CH2:15][CH2:16][CH2:17][OH:19])[CH2:6][CH2:5][C:4]2[C:9](=[C:10]([CH3:13])[C:11]([CH3:12])=[C:2]([O:1][CH:21]3[CH2:22][CH2:23][CH2:24][CH2:25][O:20]3)[CH:3]=2)[O:8]1 |f:2.3.4.5.6.7,10.11|. Procedure details: A mixture of 3-(6-hydroxy-2,7,8-trimethyl-chroman-2-yl)-propionic acid (500 mg), 3,4-dihydro-2-H-pyran (2 mL) and pyridinium p-toluenesulfonate (PPTS) (50 mg) in dichloromethane (20 mL) was stirred at RT for overnight. The mixture was washed with water, dried over MgSO4, and concentrated to give an oily residue. The oil was dissolved in THF, then LiAlH4 (85 mg) was added and the mixture was stirred at RT for 2 h. The excess LiAlH4 was destroyed by adding ethyl acetate, and the mixture was poured... The product is N1(CCCCC1)CCOC1=CC=C(OC=2C3=C(SC2C2=CC(=CC=C2)OC)C=CC=C3)C=C1 (3-[4-[2-(1-piperidinyl)ethoxy]phenoxy]-2-(3-methoxyphenyl)benzo[b]thiophene). Solvent: CN(C)C=O (DMF). RXN SMILES: [CH3:1][O:2][C:3]1[CH:4]=[C:5]([C:9]2[S:13][C:12]3[CH:14]=[CH:15][CH:16]=[CH:17][C:11]=3[C:10]=2[O:18][C:19]2[CH:24]=[CH:23][C:22]([OH:25])=[CH:21][CH:20]=2)[CH:6]=[CH:7][CH:8]=1.C([O-])([O-])=O.[K+].[K+].Cl[CH2:33][CH2:34][N:35]1[CH2:40][CH2:39][CH2:38][CH2:37][CH2:36]1>CN(C=O)C>[N:35]1([CH2:34][CH2:33][O:25][C:22]2[CH:21]=[CH:20][C:19]([O:18][C:10]3[C:11]4[CH:17]=[CH:16][CH:15]=[CH:14][C:12]=4[S:13][C:9]=3[C:5]3[CH:6]=[CH:7][CH:8]=[C:3]([O:2][CH3:1])[CH:4]=3)=[CH:24][CH:23]=2)[CH2:40][CH2:39][CH2:38][CH2:37][CH2:36]1 |f:1.2.3|. Procedure: To a solution of 2-(3-methoxyphenyl)-3-(4-hydroxyphenoxy)benzo[b]thiophene (3.27 g, 9.40 mmol) in 200 mL of anhydrous DMF was added finely ground anhydrous K2CO3 (13.0 g, 94 mmol) and 2-chloroethylpiperidine (2.40 g, 14.1 mmol). The resulting solution was stirred under N2 at room temperature for 16 h. The reaction was then partitioned between EtOAc and H2O. The layers were separated and the organic was washed several times with H2O. The organic was dried (Na2SO4) and concentrated in vacuo to an ... Run at time 16 hour. The reactants are COC=1C=C(C=CC1)C1=C(C2=C(S1)C=CC=C2)OC2=CC=C(C=C2)O (2-(3-methoxyphenyl)-3-(4-hydroxyphenoxy)benzo[b]thiophene), C(=O)([O-])[O-].[K+].[K+] (K2CO3), ClCCN1CCCCC1 (2-chloroethylpiperidine).